From a dataset of the Open Reaction Database (ORD), a public repository of structured organic reaction records. describe an organic reaction: reactants, conditions, products, and yield Product: ClC=1C(=C(C2=C(C(/C(/O2)=C/C2=NNC3=CC=C(C=C23)Cl)=O)C1)CN1CCN(CC1)C(=O)OC(C)(C)C)O (tert-butyl (Z)-4-({5-chloro-2-[(5-chloro-1H-indazol-3-yl)methylene]-6-hydroxy-3-oxo-2,3-dihydrobenzofuran-7-yl}methyl)piperazine-1-carboxylate). Reaction conditions: temperature 60 celsius, time 1 hour. Reported procedure: A solution of tert-butyl 4-[(5-chloro-6-hydroxy-3-oxo-2,3-dihydrobenzofuran-7-yl)methyl]piperazine-1-carboxylate (0.100 g, 0.261 mmol) synthesized in Example B13, Step 2 in methanol (1 mL) was added with 5-chloro-1H-indazole-3-carbaldehyde (0.0471 g, 0.261 mmol) synthesized in Example B9, Step 3, and piperidine (0.00222 g, 0.0261 mmol) at room temperature, and the mixture was stirred at 60° C. for 1 hour. The reaction mixture was cooled to room temperature, then added with methanol (4 mL), and s... Solvent: CO (methanol), CO (methanol), CO (methanol). As a reaction SMILES: [Cl:1][C:2]1[C:3]([OH:26])=[C:4]([CH2:12][N:13]2[CH2:18][CH2:17][N:16]([C:19]([O:21][C:22]([CH3:25])([CH3:24])[CH3:23])=[O:20])[CH2:15][CH2:14]2)[C:5]2[O:9][CH2:8][C:7](=[O:10])[C:6]=2[CH:11]=1.[Cl:27][C:28]1[CH:29]=[C:30]2[C:34](=[CH:35][CH:36]=1)[NH:33][N:32]=[C:31]2[CH:37]=O.N1CCCCC1>CO>[Cl:1][C:2]1[C:3]([OH:26])=[C:4]([CH2:12][N:13]2[CH2:18][CH2:17][N:16]([C:19]([O:21][C:22]([CH3:23])([CH3:25])[CH3:24])=[O:20])[CH2:15][CH2:14]2)[C:5]2[O:9]/[C:8](=[CH:37]\[C:31]3[C:30]4[C:34](=[CH:35][CH:36]=[C:28]([Cl:27])[CH:29]=4)[NH:33][N:32]=3)/[C:7](=[O:10])[C:6]=2[CH:11]=1. The yield is 35.1%. Reactants: ClC=1C(=C(C2=C(C(CO2)=O)C1)CN1CCN(CC1)C(=O)OC(C)(C)C)O (tert-butyl 4-[(5-chloro-6-hydroxy-3-oxo-2,3-dihydrobenzofuran-7-yl)methyl]piperazine-1-carboxylate), ClC=1C=C2C(=NNC2=CC1)C=O (5-chloro-1H-indazole-3-carbaldehyde), N1CCCCC1 (piperidine). Starting materials: COc1ccc(CN(Cc2ccc(OC)cc2)c2nc(-c3ccccc3)c(-c3ccc(=O)n(C(C)C)n3)nc2C#N)cc1, CCCCCC, CC(C)=O, [Na+], C1COCCO1, [OH-]. The product is COc1ccc(CN(Cc2ccc(OC)cc2)c2nc(-c3ccccc3)c(-c3ccc(=O)n(C(C)C)n3)nc2C(N)=O)cc1. Reaction SMILES: [CH3:1][O:2][c:3]1[cH:4][cH:5][c:6]([CH2:7][N:8]([c:9]2[c:10]([C:31]#[N:32])[n:11][c:12](-[c:21]3[n:22][n:23]([CH:28]([CH3:29])[CH3:30])[c:24](=[O:27])[cH:25][cH:26]3)[c:13](-[c:15]3[cH:16][cH:17][cH:18][cH:19][cH:20]3)[n:14]2)[CH2:33][c:34]2[cH:35][cH:36][c:37]([O:40][CH3:41])[cH:38][cH:39]2)[cH:42][cH:43]1.[CH3:44][CH2:45][CH2:46][CH2:47][CH2:48][CH3:49].[CH3:50][C:51]([CH3:52])=[O:53].[Na+:55].[O:56]1[CH2:57][CH2:58][O:59][CH2:60][CH2:61]1.[OH-:54]>>[CH3:1][O:2][c:3]1[cH:4][cH:5][c:6]([CH2:7][N:8]([c:9]2[c:10]([C:31]([NH2:32])=[O:53])[n:11][c:12](-[c:21]3[n:22][n:23]([CH:28]([CH3:29])[CH3:30])[c:24](=[O:27])[cH:25][cH:26]3)[c:13](-[c:15]3[cH:16][cH:17][cH:18][cH:19][cH:20]3)[n:14]2)[CH2:33][c:34]2[cH:35][cH:36][c:37]([O:40][CH3:41])[cH:38][cH:39]2)[cH:42][cH:43]1. Reactants: COC(=O)c1c[nH]cn1, COC(=O)c1cc(F)c(C(F)(F)F)cc1[N+](=O)[O-], CS(C)=O, C1CCOC1. Product: COC(=O)c1cn(-c2cc(C(=O)OC)c([N+](=O)[O-])cc2C(F)(F)F)cn1. Reaction SMILES: [CH3:19][O:20][C:21](=[O:22])[c:23]1[n:24][cH:25][nH:26][cH:27]1.[CH3:1][O:2][C:3]([c:4]1[c:5]([N+:15](=[O:16])[O-:17])[cH:6][c:7]([C:11]([F:12])([F:13])[F:14])[c:8]([F:10])[cH:9]1)=[O:18].[CH3:33][S:34]([CH3:35])=[O:36].[O:28]1[CH2:29][CH2:30][CH2:31][CH2:32]1>>[CH3:1][O:2][C:3]([c:4]1[c:5]([N+:15](=[O:16])[O-:17])[cH:6][c:7]([C:11]([F:12])([F:13])[F:14])[c:8](-[n:26]2[cH:25][n:24][c:23]([C:21]([O:20][CH3:19])=[O:22])[cH:27]2)[cH:9]1)=[O:18]. Yields the product CCOC(=O)c1c(S(=O)(=O)O)nc(-c2ccccc2)c([N+](=O)[O-])c1C(=O)OCC. Reaction SMILES: [CH3:34][CH2:35][OH:36].[Cl:7][c:8]1[n:9][c:10](-[c:27]2[cH:28][cH:29][cH:30][cH:31][cH:32]2)[c:11]([N+:24](=[O:25])[O-:26])[c:12]([C:19](=[O:20])[O:21][CH2:22][CH3:23])[c:13]1[C:14](=[O:15])[O:16][CH2:17][CH3:18].[Na+:5].[Na+:6].[OH2:33].[S:1](=[O:2])([O-:3])[O-:4]>>[S:1](=[O:2])(=[O:3])([OH:4])[c:8]1[n:9][c:10](-[c:27]2[cH:28][cH:29][cH:30][cH:31][cH:32]2)[c:11]([N+:24](=[O:25])[O-:26])[c:12]([C:19](=[O:20])[O:21][CH2:22][CH3:23])[c:13]1[C:14](=[O:15])[O:16][CH2:17][CH3:18]. Starting materials: CCO, CCOC(=O)c1c(Cl)nc(-c2ccccc2)c([N+](=O)[O-])c1C(=O)OCC, [Na+], [Na+], O, O=S([O-])[O-]. Reactants: CI (methyl iodide), CS(=O)C (DMSO), C[O-].[Na+] (sodium methoxide), C(=O)(OC)C1C(CSC1)=O (4-carbomethoxytetrahydro-3-thiophenone), CS(=O)C (DMSO). Solvent: O (water). Run at time 30 minute. Yields the product C(=O)(OC)C1(CCS(C1)=O)C (4-Carbomethoxy-4-methyltetrahydrothiophenone). Reaction SMILES: [C:1]([CH:5]1[CH2:9]SC[C:6]1=O)([O:3][CH3:4])=[O:2].C[O-].[Na+].CI.[CH3:16][S:17]([CH3:19])=[O:18]>O>[C:1]([C:5]1([CH3:9])[CH2:19][S:17](=[O:18])[CH2:16][CH2:6]1)([O:3][CH3:4])=[O:2] |f:1.2|. Procedure: To a solution of 4.65 g (29.0 mmol) of 4-carbomethoxytetrahydro-3-thiophenone in 20 ml of dry DMSO cooled in a cold-water bath at 12° C. under argon was added 1.73 g (32.0 mmol) of sodium methoxide. The mixture was stirred 30 minutes and a solution of 4.97 g (35.0 mmol) of methyl iodide in 1 ml of dry DMSO was added dropwise. The mixture was stirred overnight at room temperature, than diluted with water (60 ml) and extracted with methylene chloride (3×75 ml). The extract was washed with water (5... Yield: 82.5%. Product: O1CCN(CC1)CC(COC1=C(C(OC2=CC=CC=C12)=O)C1=CC=CC=C1)C (4-(3'-Morpholino-2'-methylpropoxy)-3-phenyl-coumarin). Reaction SMILES: [OH:1][C:2]1[C:11]2[C:6](=[CH:7][CH:8]=[CH:9][CH:10]=2)[O:5][C:4](=[O:12])[C:3]=1[C:13]1[CH:18]=[CH:17][CH:16]=[CH:15][CH:14]=1.Cl.[O:20]1[CH2:25][CH2:24][N:23]([CH2:26][CH:27]([CH3:30])[CH2:28]Cl)[CH2:22][CH2:21]1>>[O:20]1[CH2:25][CH2:24][N:23]([CH2:26][CH:27]([CH3:30])[CH2:28][O:1][C:2]2[C:11]3[C:6](=[CH:7][CH:8]=[CH:9][CH:10]=3)[O:5][C:4](=[O:12])[C:3]=2[C:13]2[CH:14]=[CH:15][CH:16]=[CH:17][CH:18]=2)[CH2:22][CH2:21]1 |f:1.2|. The reactants are OC1=C(C(OC2=CC=CC=C12)=O)C1=CC=CC=C1 (4-hydroxy-3-phenyl-coumarin), Cl.O1CCN(CC1)CC(CCl)C (3-morpholino-2-methyl-1-chloropropane hydrochloride). Reported procedure: This compound is prepared according to the method of Example 8 from 14.3 g. (0.06 mol) of 4-hydroxy-3-phenyl-coumarin and 16.7 g. (0.078 mol) of 3-morpholino-2-methyl-1-chloropropane hydrochloride. After recrystallisation from ethanol, 18.8 g. are obtained. Yield 82.5% (theoretical yield 22.8 g.); M.P. 113° C. Reactants: C=CCBr, CC(C)(C)c1ccc(-c2snnc2S)cc1, CCO, [K]. Product: C=CCSc1nnsc1-c1ccc(C(C)(C)C)cc1. RXN SMILES: [CH2:18]([CH:19]=[CH2:20])[Br:21].[CH3:1][C:2]([CH3:3])([CH3:4])[c:5]1[cH:6][cH:7][c:8](-[c:11]2[c:12]([SH:16])[n:13][n:14][s:15]2)[cH:9][cH:10]1.[CH3:22][CH2:23][OH:24].[K:17]>>[CH3:1][C:2]([CH3:3])([CH3:4])[c:5]1[cH:6][cH:7][c:8](-[c:11]2[c:12]([S:16][CH2:20][CH:19]=[CH2:18])[n:13][n:14][s:15]2)[cH:9][cH:10]1. The reactants are COC1=C(C=CC=C1)C1=CC(=CC=C1)C1=NN=NN1 (5-(2′-methoxy-biphenyl-3-yl)-1H-tetrazole), Br (hydrobromic acid). Solvent: C(C)(=O)O (acetic acid). Yields the product N1N=NN=C1C=1C=C(C=CC1)C=1C(=CC=CC1)O (3′-(1H-tetrazol-5-yl)-biphenyl-2-ol). Isolated yield 0.1%. RXN SMILES: C[O:2][C:3]1[CH:8]=[CH:7][CH:6]=[CH:5][C:4]=1[C:9]1[CH:14]=[CH:13][CH:12]=[C:11]([C:15]2[NH:19][N:18]=[N:17][N:16]=2)[CH:10]=1.Br>C(O)(=O)C>[NH:19]1[C:15]([C:11]2[CH:10]=[C:9]([C:4]3[C:3]([OH:2])=[CH:8][CH:7]=[CH:6][CH:5]=3)[CH:14]=[CH:13][CH:12]=2)=[N:16][N:17]=[N:18]1. Procedure details: 5-(2′-Methoxy-biphenyl-3-yl)-1H-tetrazole 8c (15.5 g, 61.5 mol) was dissolved in 195 mL of acetic acid followed by addition of 195 mL of hydrobromic acid under argon atmosphere. The reaction mixture was heated to reflux for 5 hours. The reaction was monitored by TLC until the disappearance of the starting materials. The mixture was cooled to room temperature overnight. The mixture was filtered and the filter cake was dissolved in 500 mL of ethyl acetate. The mixture was washed with water (500 mL...